This data is from the Open Reaction Database (ORD), a public repository of structured organic reaction records. The task is: describe an organic reaction: reactants, conditions, products, and yield Reactants: C1(=C(C=CC=C1)C(=O)N1CC2CNCC2C1)C1=CC=CC=C1 (Biphenyl-2-yl-(hexahydro-pyrrolo[3,4-c]pyrrol-2-yl)-methanone), ClC1=NC2=CC=CC=C2N=C1C (2-chloro-3-methyl-quinoxaline). Product: C1(=C(C=CC=C1)C(=O)N1CC2C(C1)CN(C2)C2=NC1=CC=CC=C1N=C2C)C2=CC=CC=C2 (2-[5-(Biphenyl-2-ylcarbonyl)hexahydropyrrolo[3,4-c]pyrrol-2(1H)-yl]-3-methylquinoxaline). Reaction SMILES: [C:1]1([C:17]2[CH:22]=[CH:21][CH:20]=[CH:19][CH:18]=2)[CH:6]=[CH:5][CH:4]=[CH:3][C:2]=1[C:7]([N:9]1[CH2:16][CH:15]2[CH:11]([CH2:12][NH:13][CH2:14]2)[CH2:10]1)=[O:8].Cl[C:24]1[C:33]([CH3:34])=[N:32][C:31]2[C:26](=[CH:27][CH:28]=[CH:29][CH:30]=2)[N:25]=1>>[C:1]1([C:17]2[CH:22]=[CH:21][CH:20]=[CH:19][CH:18]=2)[CH:6]=[CH:5][CH:4]=[CH:3][C:2]=1[C:7]([N:9]1[CH2:10][CH:11]2[CH2:12][N:13]([C:24]3[C:33]([CH3:34])=[N:32][C:31]4[C:26](=[CH:27][CH:28]=[CH:29][CH:30]=4)[N:25]=3)[CH2:14][CH:15]2[CH2:16]1)=[O:8]. Procedure details: The title compound was prepared in a manner analogous to Example 15 utilizing Intermediate 17 and 2-chloro-3-methyl-quinoxaline. MS (ESI) mass calcd. for C28H26N4O, 434.53; m/z found, 435.1 [M+H]+. 1H NMR (CDCl3): 7.85-7.72 (m, 1H), 7.65 (br s, 1H), 7.53-7.30 (m, 9H), 7.21 (d, J=10.5 Hz, 2H), 3.80-3.54 (br m, 3.5H), 3.44-3.28 (br m, 1.5H), 3.15-2.90 broad (m, 2.5H), 2.85-2.70 (br m, 1.5H), 2.65-2.50 (m, 4H). RXN SMILES: [CH3:1][O:2][C:3]([CH2:4][CH:5]1[N:6]([C:19]([CH3:20])=[O:21])[c:7]2[cH:8][cH:9][cH:10][cH:11][c:12]2-[c:13]2[cH:14][cH:15][cH:16][cH:17][c:18]21)=[O:22].[Li+:44].[O:36]1[CH2:37][CH2:38][O:39][CH2:40][CH2:41]1.[OH-:43].[OH2:42].[OH:23][C:24]([CH2:25][C:26]([C:27](=[O:28])[OH:29])([CH2:30][C:31](=[O:32])[OH:33])[OH:34])=[O:35]>>[O:2]=[C:3]([CH2:4][CH:5]1[N:6]([C:19]([CH3:20])=[O:21])[c:7]2[cH:8][cH:9][cH:10][cH:11][c:12]2-[c:13]2[cH:14][cH:15][cH:16][cH:17][c:18]21)[OH:22]. The product is CC(=O)N1c2ccccc2-c2ccccc2C1CC(=O)O. Starting materials: COC(=O)CC1c2ccccc2-c2ccccc2N1C(C)=O, [Li+], C1COCCO1, [OH-], O, O=C(O)CC(O)(CC(=O)O)C(=O)O. Starting materials: ClC1=C(C=C2CC(C(C2=C1Cl)=O)(C)C1CCCC1)OCCCCCC(=O)OCC (ethyl 6-[(6,7-dichloro-2-cyclopentyl-2,3-dihydro-2-methyl-1-oxo-1H-inden-5-yl)oxy]hexanoate), Cl (hydrochloric acid), ice water. RXN SMILES: [Cl:1][C:2]1[C:10]([Cl:11])=[C:9]2[C:5]([CH2:6][C:7]([CH:14]3[CH2:18][CH2:17][CH2:16][CH2:15]3)([CH3:13])[C:8]2=[O:12])=[CH:4][C:3]=1[O:19][CH2:20][CH2:21][CH2:22][CH2:23][CH2:24][C:25]([O:27]CC)=[O:26].Cl>C(O)(=O)C>[Cl:1][C:2]1[C:10]([Cl:11])=[C:9]2[C:5]([CH2:6][C:7]([CH:14]3[CH2:18][CH2:17][CH2:16][CH2:15]3)([CH3:13])[C:8]2=[O:12])=[CH:4][C:3]=1[O:19][CH2:20][CH2:21][CH2:22][CH2:23][CH2:24][C:25]([OH:27])=[O:26]. The product is ClC1=C(C=C2CC(C(C2=C1Cl)=O)(C)C1CCCC1)OCCCCCC(=O)O (6-[(6,7-Dichloro-2-cyclopentyl-2,3-dihydro-2-methyl-1-oxo-1H-inden-5-yl)oxy]hexanoic acid). Run in C(C)(=O)O (acetic acid). Procedure: A mixture of ethyl 6-[(6,7-dichloro-2-cyclopentyl-2,3-dihydro-2-methyl-1-oxo-1H-inden-5-yl)oxy]hexanoate (16 g., 0.036 mole), acetic acid (100 ml.) and 6N hydrochloric acid (50 ml.) is stirred and refluxed for 6 hours. The mixture is poured into ice water (500 g.), extracted with ether, dried over Na2SO4, filtered and concentrated to a volume of 100 ml., and chilled. A total of 11.5 of 6-[6,7-dichloro-2-cyclopentyl-2,3-dihydro-2-methyl-1-oxo-1H-inden-5-yl)oxy]hexanoic acid separates, m.p. 127°-1... Starting materials: [Cl-].[Na+] (sodium chloride), [Cl-].[Cl-].[Cl-].[Al+3] (aluminum trichloride), ice water, BrC1=CC(=C(C=C1)C(CCCl)=O)F (1-(4-bromo-2-fluorophenyl)-3-chloropropan-1-one). Run in Cl (HCl). Reaction conditions: temperature 180 celsius. The product is BrC=1C=C2CCC(C2=C(C1)F)=O (5-bromo-7-fluoro-2,3-dihydro-1H-inden-1-one). The yield is 30.4%. Reaction SMILES: [Cl-].[Na+].[Cl-].[Cl-].[Cl-].[Al+3].[Br:7][C:8]1[CH:13]=[CH:12][C:11]([C:14](=[O:18])[CH2:15][CH2:16]Cl)=[C:10]([F:19])[CH:9]=1>Cl>[Br:7][C:8]1[CH:13]=[C:12]2[C:11](=[C:10]([F:19])[CH:9]=1)[C:14](=[O:18])[CH2:15][CH2:16]2 |f:0.1,2.3.4.5|. Procedure details: A mixture of sodium chloride (333 g, 5.69 mol) and aluminum trichloride (1270 g, 9.52 mol) was added to 144c (210 g, 0.79 mol) in several portions at 130° C. See FIG. 3. The neat reaction mixture was then stirred at 180° C. After 5 h the reaction mixture was poured into a stirred solution of ice water (1000 mL) and concentrated HCl (100 mL). The quenched reaction was stirred for 40 min and then extracted with DCM (4000 mL×3). The combined organic phase was washed with saturated NaHCO3 solution (...